From a dataset of the Open Reaction Database (ORD), a public repository of structured organic reaction records. describe an organic reaction: reactants, conditions, products, and yield Starting materials: CCOC(=O)c1c(C)nc2cccc(OCC(N)C(C)C)c2c1N, O=C(O)c1cccc2c1OCCO2. Yields the product CCOC(=O)c1c(C)nc2cccc(OCC(NC(=O)c3cccc4c3OCCO4)C(C)C)c2c1N. RXN SMILES: [NH2:1][c:2]1[c:3]([C:20](=[O:21])[O:22][CH2:23][CH3:24])[c:4]([CH3:19])[n:5][c:6]2[cH:7][cH:8][cH:9][c:10]([O:12][CH2:13][CH:14]([CH:15]([CH3:16])[CH3:17])[NH2:18])[c:11]12.[O:25]1[c:26]2[c:27]([c:31]([C:35](=[O:36])[OH:37])[cH:32][cH:33][cH:34]2)[O:28][CH2:29][CH2:30]1>>[NH2:1][c:2]1[c:3]([C:20](=[O:21])[O:22][CH2:23][CH3:24])[c:4]([CH3:19])[n:5][c:6]2[cH:7][cH:8][cH:9][c:10]([O:12][CH2:13][CH:14]([CH:15]([CH3:16])[CH3:17])[NH:18][C:35]([c:31]3[c:27]4[c:26]([cH:34][cH:33][cH:32]3)[O:25][CH2:30][CH2:29][O:28]4)=[O:36])[c:11]12. Starting materials: C(C(C)C)(=O)OC(CC)OC(CC(CC(C)C)CNC(=O)OC(C)(C)C)=O (3-(tert-butoxycarbonylamino-methyl)-5-methyl-hexanoic acid 1-isobutyryloxy-propyl ester), C(=O)(C(F)(F)F)O (TFA). Solvent: C(Cl)Cl (CH2Cl2). Reaction conditions: time 5 hour. Yields the product OC(=O)C(F)(F)F.C(C(C)C)(=O)OC(CC)OC(CC(CC(C)C)CN)=O (3-aminomethyl-5-methyl-hexanoic acid 1-isobutyryloxy-propyl ester TFA salt). Isolated yield 80.0%. Reaction SMILES: [C:1]([O:6][CH:7]([O:10][C:11](=[O:27])[CH2:12][CH:13]([CH2:18][NH:19]C(OC(C)(C)C)=O)[CH2:14][CH:15]([CH3:17])[CH3:16])[CH2:8][CH3:9])(=[O:5])[CH:2]([CH3:4])[CH3:3].[C:28]([OH:34])([C:30]([F:33])([F:32])[F:31])=[O:29]>C(Cl)Cl>[OH:34][C:28]([C:30]([F:33])([F:32])[F:31])=[O:29].[C:1]([O:6][CH:7]([O:10][C:11](=[O:27])[CH2:12][CH:13]([CH2:18][NH2:19])[CH2:14][CH:15]([CH3:17])[CH3:16])[CH2:8][CH3:9])(=[O:5])[CH:2]([CH3:4])[CH3:3] |f:3.4|. Procedure details: Compound 24 (0.3 g, 0.77 mmol) was dissolved in CH2Cl2 (5 mL) and TFA (4.5 mL) was added and maintained in an ice water bath for 30 minutes. The solution was then warmed to room temperature and stirred for 5 hours. After concentrating and drying, 0.25 g of 3-aminomethyl-5-methyl-hexanoic acid 1-isobutyryloxy-propyl ester TFA salt 25 was obtained (Yield: 80%). 1HNMR (CDCl3, 500 MHz) δ0.87-0.95 (m, 6H), 1.15-1.65 (m, 4H), 1.18-1.28 (m, 2H), 1.52-1.67 (m, 1H), 1.71-1.82 (m, 2H), 2.18-2.31 (m, 1H), ... Reactants: CCOC(C)=O, CCOCC, CO, Cl, CC(C)Oc1c(C(=O)Nc2nnn[nH]2)sc2c1CN(C(=O)OC(C)(C)C)CC2. Product: Cl, CC(C)Oc1c(C(=O)Nc2nnn[nH]2)sc2c1CNCC2. As a reaction SMILES: [C:35]([O:36][CH2:37][CH3:38])(=[O:39])[CH3:40].[CH2:30]([O:31][CH2:32][CH3:33])[CH3:34].[CH3:41][OH:42].[ClH:29].[nH:1]1[n:2][n:3][n:4][c:5]1[NH:6][C:7](=[O:8])[c:9]1[c:10]([O:25][CH:26]([CH3:27])[CH3:28])[c:11]2[c:16]([s:17]1)[CH2:15][CH2:14][N:13]([C:18]([O:19][C:20]([CH3:21])([CH3:22])[CH3:23])=[O:24])[CH2:12]2>>[ClH:29].[nH:1]1[n:2][n:3][n:4][c:5]1[NH:6][C:7](=[O:8])[c:9]1[c:10]([O:25][CH:26]([CH3:27])[CH3:28])[c:11]2[c:16]([s:17]1)[CH2:15][CH2:14][NH:13][CH2:12]2. The reactants are CCOC(=O)CC1Cc2ccc(OCCCNc3cc(C)ccn3)cc2Oc2ccccc21, CCO, Cl, [Na+], [OH-]. Yields the product Cc1ccnc(NCCCOc2ccc3c(c2)Oc2ccccc2C(CC(=O)O)C3)c1. Reaction SMILES: [CH3:1][c:2]1[cH:3][c:4]([NH:8][CH2:9][CH2:10][CH2:11][O:12][c:13]2[cH:14][cH:15][c:16]3[c:17]([cH:33]2)[O:18][c:19]2[c:20]([cH:29][cH:30][cH:31][cH:32]2)[CH:21]([CH2:23][C:24](=[O:25])[O:26][CH2:27][CH3:28])[CH2:22]3)[n:5][cH:6][cH:7]1.[CH3:37][CH2:38][OH:39].[ClH:36].[Na+:35].[OH-:34]>>[CH3:1][c:2]1[cH:3][c:4]([NH:8][CH2:9][CH2:10][CH2:11][O:12][c:13]2[cH:14][cH:15][c:16]3[c:17]([cH:33]2)[O:18][c:19]2[c:20]([cH:29][cH:30][cH:31][cH:32]2)[CH:21]([CH2:23][C:24](=[O:25])[OH:26])[CH2:22]3)[n:5][cH:6][cH:7]1. Starting materials: [Al+3], COC(=O)C1=C(c2ccc(Cl)c(Cl)c2)CC2CCC1N2C, [H-], [H-], [H-], [H-], [K+], [Li+], [OH-], O, c1ccccc1. The product is CN1C2CCC1C(CO)=C(c1ccc(Cl)c(Cl)c1)C2. Reaction SMILES: [Al+3:23].[CH3:1][N:2]1[CH:3]2[C:4]([C:18](=[O:19])[O:20][CH3:21])=[C:5]([c:10]3[cH:11][c:12]([Cl:17])[c:13]([Cl:16])[cH:14][cH:15]3)[CH2:6][CH:7]1[CH2:8][CH2:9]2.[H-:22].[H-:25].[H-:26].[H-:27].[K+:30].[Li+:24].[OH-:29].[OH2:28].[cH:31]1[cH:32][cH:33][cH:34][cH:35][cH:36]1>>[CH3:1][N:2]1[CH:3]2[C:4]([CH2:18][OH:19])=[C:5]([c:10]3[cH:11][c:12]([Cl:17])[c:13]([Cl:16])[cH:14][cH:15]3)[CH2:6][CH:7]1[CH2:8][CH2:9]2. Reactants: C[S-], Clc1ncccn1, Clc1nccc(-c2ccccc2)n1, [Na+], CN(C)C=O, O. The product is CSc1nccc(-c2ccccc2)n1. RXN SMILES: [CH3:1][S-:2].[Cl:17][c:18]1[n:19][cH:20][cH:21][cH:22][n:23]1.[Cl:4][c:5]1[n:6][cH:7][cH:8][c:9](-[c:11]2[cH:12][cH:13][cH:14][cH:15][cH:16]2)[n:10]1.[Na+:3].[O:24]=[CH:25][N:26]([CH3:27])[CH3:28].[OH2:29]>>[CH3:1][S:2][c:5]1[n:6][cH:7][cH:8][c:9](-[c:11]2[cH:12][cH:13][cH:14][cH:15][cH:16]2)[n:10]1.